From a dataset of the Open Reaction Database (ORD), a public repository of structured organic reaction records. describe an organic reaction: reactants, conditions, products, and yield Reactants: OCC1=CC=C(C=O)O1 (5-hydroxymethylfurfuraldehyde), C1(=CC=CC=C1)P(C1=CC=CC=C1)C1=CC=CC=C1 (triphenylphosphine), C(Cl)(Cl)(Cl)Cl (carbon tetrachloride). Yields the product solution, ClCC1=CC=C(C=O)O1 (5-chloromethylfurfuraldehyde). As a reaction SMILES: [OH:1][CH2:2][C:3]1[O:9][C:6]([CH:7]=O)=[CH:5][CH:4]=1.C1(P(C2C=CC=CC=2)C2C=CC=CC=2)C=CC=CC=1.C(Cl)(Cl)(Cl)[Cl:30]>>[Cl:30][CH2:7][C:6]1[O:9][C:3]([CH:2]=[O:1])=[CH:4][CH:5]=1. Procedure: A mixture of 5-hydroxymethylfurfuraldehyde (0.5 g, 4 mmol) and triphenylphosphine (1.3 g, 5 mmol) in dry carbon tetrachloride (3 ml) was heated at reflux for 30 min and then filtered to give an unstable 1 M solution of 5-chloromethylfurfuraldehyde. Starting materials: ClC1=CC=CC(=N1)C(C(C(=O)OCC)CC1=CC=C(C=C1)C(F)(F)F)O (ethyl 3-(6-chloro-2-pyridyl)-3-hydroxy-2-((4-(trifluoromethyl)phenyl)methyl)propionate), [OH-].[Na+] (sodium hydroxide), C(O)([O-])=O.[Na+] (sodium hydrogen carbonate), Cl (hydrochloric acid). Run in CO (methanol). Reaction conditions: time 8 hour. The product is ClC1=CC=CC(=N1)C(C(C(=O)O)CC1=CC=C(C=C1)C(F)(F)F)O (3-(6-chloro-2-pyridyl)-3-hydroxy-2-((4-(trifluoromethyl)phenyl)methyl)propionic acid). The yield is 85.7%. Reaction SMILES: [Cl:1][C:2]1[N:7]=[C:6]([CH:8]([OH:26])[CH:9]([CH2:15][C:16]2[CH:21]=[CH:20][C:19]([C:22]([F:25])([F:24])[F:23])=[CH:18][CH:17]=2)[C:10]([O:12]CC)=[O:11])[CH:5]=[CH:4][CH:3]=1.[OH-].[Na+].Cl.C(=O)([O-])O.[Na+]>CO>[Cl:1][C:2]1[N:7]=[C:6]([CH:8]([OH:26])[CH:9]([CH2:15][C:16]2[CH:21]=[CH:20][C:19]([C:22]([F:23])([F:24])[F:25])=[CH:18][CH:17]=2)[C:10]([OH:12])=[O:11])[CH:5]=[CH:4][CH:3]=1 |f:1.2,4.5|. Procedure details: To a solution of ethyl 3-(6-chloro-2-pyridyl)-3-hydroxy-2-((4-(trifluoromethyl)phenyl)methyl)propionate (4.1 g, 10.7 mmol) in methanol (20 ml) was added 2N aqueous sodium hydroxide solution (10.7 ml, 21.4 mmol), and the mixture was stirred overnight at room temperature. The reaction solution was acidified with 1N hydrochloric acid, saturated aqueous sodium hydrogen carbonate was added to adjust the pH to 8, and the mixture was extracted with ethyl acetate (200 ml×2). The extract was washed with ...